The task is: describe an organic reaction: reactants, conditions, products, and yield. This data is from the Open Reaction Database (ORD), a public repository of structured organic reaction records. Starting materials: C1CCOC1, Cl, [Na+], [OH-], O, COC(=O)c1cccc(COc2cccc(OCc3ccc4ccccc4n3)c2)c1. Product: O=C(O)c1cccc(COc2cccc(OCc3ccc4ccccc4n3)c2)c1. Reaction SMILES: [CH2:34]1[O:35][CH2:36][CH2:37][CH2:38]1.[ClH:33].[Na+:32].[OH-:31].[OH2:39].[n:1]1[c:2]([CH2:11][O:12][c:13]2[cH:14][c:15]([O:16][CH2:17][c:18]3[cH:19][c:20]([C:21](=[O:22])[O:23][CH3:24])[cH:25][cH:26][cH:27]3)[cH:28][cH:29][cH:30]2)[cH:3][cH:4][c:5]2[cH:6][cH:7][cH:8][cH:9][c:10]12>>[n:1]1[c:2]([CH2:11][O:12][c:13]2[cH:14][c:15]([O:16][CH2:17][c:18]3[cH:19][c:20]([C:21](=[O:22])[OH:23])[cH:25][cH:26][cH:27]3)[cH:28][cH:29][cH:30]2)[cH:3][cH:4][c:5]2[cH:6][cH:7][cH:8][cH:9][c:10]12. The reactants are BrC(C(=O)C1=CC2=CC=C(C=C2C=C1)OC)C (2-bromo-1-(6-methoxy-2-naphtyl)-1-propanone), C(C1=CC=CC=C1)N1CCNCC1 (1-benzylpiperazine), [BH4-].[Na+] (NaBH4), NO (amino alcohol). The product is C(C1=CC=CC=C1)N1CCN(CC1)C(C(=O)C1=CC2=CC=C(C=C2C=C1)OC)C (2-(4-benzyl-1-piperazinyl)-1-(6-methoxy-2-naphtyl)-1-propanone). Yield: 54.0%. Reaction SMILES: Br[CH:2]([CH3:17])[C:3]([C:5]1[CH:14]=[CH:13][C:12]2[C:7](=[CH:8][CH:9]=[C:10]([O:15][CH3:16])[CH:11]=2)[CH:6]=1)=[O:4].[CH2:18]([N:25]1[CH2:30][CH2:29][NH:28][CH2:27][CH2:26]1)[C:19]1[CH:24]=[CH:23][CH:22]=[CH:21][CH:20]=1.[BH4-].[Na+].NO>>[CH2:18]([N:25]1[CH2:30][CH2:29][N:28]([CH:2]([CH3:17])[C:3]([C:5]2[CH:14]=[CH:13][C:12]3[C:7](=[CH:8][CH:9]=[C:10]([O:15][CH3:16])[CH:11]=3)[CH:6]=2)=[O:4])[CH2:27][CH2:26]1)[C:19]1[CH:20]=[CH:21][CH:22]=[CH:23][CH:24]=1 |f:2.3|. Procedure details: From 2-bromo-1-(6-methoxy-2-naphtyl)-1-propanone and 1-benzylpiperazine, the compound 2-(4-benzyl-1-piperazinyl)-1-(6-methoxy-2-naphtyl)-1-propanone is prepared (MG 14256; m.p. 89°-91° C., which is reduced with NaBH4 to the corresponding amino alcohol as a mixture of the two stereoisomeric forms which are separated by flash chromatography. The reactants are CO, CCNC(=O)Nc1ccc(Oc2ccnc3cc(OC)c(C(=O)OC)cc23)cc1Cl, Cl, [Na+], [OH-]. Yields the product CCNC(=O)Nc1ccc(Oc2ccnc3cc(OC)c(C(=O)O)cc23)cc1Cl. As a reaction SMILES: [CH3:34][OH:35].[Cl:3][c:4]1[cH:5][c:6]([O:7][c:8]2[cH:9][cH:10][n:11][c:12]3[cH:13][c:14]([O:22][CH3:23])[c:15]([C:18](=[O:19])[O:20][CH3:21])[cH:16][c:17]23)[cH:24][cH:25][c:26]1[NH:27][C:28](=[O:29])[NH:30][CH2:31][CH3:32].[ClH:33].[Na+:2].[OH-:1]>>[Cl:3][c:4]1[cH:5][c:6]([O:7][c:8]2[cH:9][cH:10][n:11][c:12]3[cH:13][c:14]([O:22][CH3:23])[c:15]([C:18](=[O:19])[OH:20])[cH:16][c:17]23)[cH:24][cH:25][c:26]1[NH:27][C:28](=[O:29])[NH:30][CH2:31][CH3:32]. Starting materials: ClC1=NC2=CC=C(C=C2N=C1C(F)(F)F)OC (2-chloro-6-methoxy-3-(trifluoromethyl)quinoxaline), ClC1=NC2=CC=C(C=C2N=C1C(F)(F)F)OC (2-chloro-6-methoxy-3-(trifluoromethyl)quinoxaline), N1CCC(CC1)C(=O)OCC (ethyl piperidine-4-carboxylate), TEA. The solvent is CC#N (MeCN). Reaction conditions: temperature 150 celsius. The product is COC=1C=C2N=C(C(=NC2=CC1)N1CCC(CC1)C(=O)OCC)C(F)(F)F (ethyl 1-(6-methoxy-3-(trifluoromethyl)quinoxalin-2-yl)piperidine-4-carboxylate). Isolated yield 88.5%. Reaction SMILES: Cl[C:2]1[C:11]([C:12]([F:15])([F:14])[F:13])=[N:10][C:9]2[C:4](=[CH:5][CH:6]=[C:7]([O:16][CH3:17])[CH:8]=2)[N:3]=1.[NH:18]1[CH2:23][CH2:22][CH:21]([C:24]([O:26][CH2:27][CH3:28])=[O:25])[CH2:20][CH2:19]1>CC#N>[CH3:17][O:16][C:7]1[CH:8]=[C:9]2[C:4](=[CH:5][CH:6]=1)[N:3]=[C:2]([N:18]1[CH2:23][CH2:22][CH:21]([C:24]([O:26][CH2:27][CH3:28])=[O:25])[CH2:20][CH2:19]1)[C:11]([C:12]([F:15])([F:14])[F:13])=[N:10]2. Reported procedure: 2-chloro-6-methoxy-3-(trifluoromethyl)quinoxaline (Intermediate 11, 240 mg) was suspended in MeCN (1.5 mL) with ethyl piperidine-4-carboxylate (173 mg) and TEA (205 mg) in a sealed microwave tube and heated at 150° C. with microwave for three hours. The resultant mixture was purified by silica gel column chromatography to afford 310 mg of ethyl 1-(6-methoxy-3-(trifluoromethyl)quinoxalin-2-yl)piperidine-4-carboxylate.